From a dataset of the Open Reaction Database (ORD), a public repository of structured organic reaction records. describe an organic reaction: reactants, conditions, products, and yield Starting materials: BrCC(=O)C1=CC(=C(C=C1)Cl)Cl (2-bromo-3′,4′-dichloroacetophenone), C(=O)[O-].[Na+] (sodium formate). The solvent is CO (methanol). Conditions: time 16 hour. The product is OCC(=O)C1=CC(=C(C=C1)Cl)Cl (2-Hydroxy-3′,4′-dichloroacetophenone). Isolated yield 41.9%. As a reaction SMILES: Br[CH2:2][C:3]([C:5]1[CH:10]=[CH:9][C:8]([Cl:11])=[C:7]([Cl:12])[CH:6]=1)=[O:4].C([O-])=[O:14].[Na+]>CO>[OH:14][CH2:2][C:3]([C:5]1[CH:10]=[CH:9][C:8]([Cl:11])=[C:7]([Cl:12])[CH:6]=1)=[O:4] |f:1.2|. Reported procedure: A mixture of 2-bromo-3′,4′-dichloroacetophenone (78.0 g), sodium formate (68.0 g) and methanol (300 mL) was heated under reflux and stirred for 16 h. The reaction mixture was concentrated and poured into water (1 L). The precipitated solid was collected by filtration, washed with water and then with isopropyl ether, air-dried, and further dried under reduced pressure at 40° C. to give the title compound as crystals (25.0 g, 42%). Recrystallization from ethyl acetate-hexane gave pale-yellow prism...